This data is from the Open Reaction Database (ORD), a public repository of structured organic reaction records. The task is: describe an organic reaction: reactants, conditions, products, and yield Starting materials: [BH4-], CC(C)[O-], CC(C)[O-], CC(C)[O-], CC(C)[O-], CO, Cc1c(Cl)ccc2c1N(C(=O)OC(C)C)CCCC2=O, NCc1cc(C(F)(F)F)cc(C(F)(F)F)c1, [Na+], [Na+], [OH-], [Ti+4]. The product is Cc1c(Cl)ccc2c1N(C(=O)OC(C)C)CCCC2NCc1cc(C(F)(F)F)cc(C(F)(F)F)c1. RXN SMILES: [BH4-:37].[CH3:41][CH:42]([CH3:43])[O-:44].[CH3:46][CH:47]([CH3:48])[O-:49].[CH3:50][CH:51]([CH3:52])[O-:53].[CH3:54][CH:55]([CH3:56])[O-:57].[CH3:58][OH:59].[CH:1]([CH3:2])([CH3:3])[O:4][C:5](=[O:6])[N:7]1[c:8]2[c:9]([cH:15][cH:16][c:17]([Cl:20])[c:18]2[CH3:19])[C:10](=[O:14])[CH2:11][CH2:12][CH2:13]1.[F:21][C:22]([c:23]1[cH:24][c:25]([CH2:26][NH2:27])[cH:28][c:29]([C:31]([F:32])([F:33])[F:34])[cH:30]1)([F:35])[F:36].[Na+:38].[Na+:40].[OH-:39].[Ti+4:45]>>[CH:1]([CH3:2])([CH3:3])[O:4][C:5](=[O:6])[N:7]1[c:8]2[c:9]([cH:15][cH:16][c:17]([Cl:20])[c:18]2[CH3:19])[CH:10]([NH:27][CH2:26][c:25]2[cH:24][c:23]([C:22]([F:21])([F:35])[F:36])[cH:30][c:29]([C:31]([F:32])([F:33])[F:34])[cH:28]2)[CH2:11][CH2:12][CH2:13]1.